This data is from the Open Reaction Database (ORD), a public repository of structured organic reaction records. The task is: describe an organic reaction: reactants, conditions, products, and yield Starting materials: COC1=CC=C2CCCC(C2=C1)C(=O)O (7-methoxy-1,2,3,4-tetrahydronaphthalene-1-carboxylic acid), C(C)(=O)C1=CC=C(C=C1)NCC1=CC=C(C=C1)OC ((4-acetylphenyl)[(4-methoxyphenyl)methyl]amine). Product: C(C)(=O)C1=CC=C(C=C1)N(C(=O)C1CCCC2=CC=C(C=C12)OC)CC1=CC=C(C=C1)OC (N-(4-acetylphenyl)-7-methoxy-N-[(4-methoxyphenyl)methyl]-1,2,3,4-tetrahydronaphthalene-1-carboxamide). Isolated yield 24.4%. Reaction SMILES: [CH3:1][O:2][C:3]1[CH:12]=[C:11]2[C:6]([CH2:7][CH2:8][CH2:9][CH:10]2[C:13]([OH:15])=O)=[CH:5][CH:4]=1.[C:16]([C:19]1[CH:24]=[CH:23][C:22]([NH:25][CH2:26][C:27]2[CH:32]=[CH:31][C:30]([O:33][CH3:34])=[CH:29][CH:28]=2)=[CH:21][CH:20]=1)(=[O:18])[CH3:17]>>[C:16]([C:19]1[CH:20]=[CH:21][C:22]([N:25]([CH2:26][C:27]2[CH:32]=[CH:31][C:30]([O:33][CH3:34])=[CH:29][CH:28]=2)[C:13]([CH:10]2[C:11]3[C:6](=[CH:5][CH:4]=[C:3]([O:2][CH3:1])[CH:12]=3)[CH2:7][CH2:8][CH2:9]2)=[O:15])=[CH:23][CH:24]=1)(=[O:18])[CH3:17]. Procedure details: By the reaction and treatment in the same manner as in Example 12 using 7-methoxy-1,2,3,4-tetrahydronaphthalene-1-carboxylic acid (0.63 g) and (4-acetylphenyl)[(4-methoxyphenyl)methyl]amine (0.78 g) as starting materials, N-(4-acetylphenyl)-7-methoxy-N-[(4-methoxyphenyl)methyl]-1,2,3,4-tetrahydronaphthalene-1-carboxamide (0.33 g) was obtained. Reactants: C(C)(C)N(CC)C(C)C (Diisopropylethylamine), CN1C(CCC1)=O (N-methyl-2-pyrrolidone), 2-(R)-ethylpiperazine 2-hydrochloride, NC1=NC=C(C=N1)C1=NC(=C2N=C(N(C2=N1)CC(F)(F)F)Cl)N1CCOCC1 (2-(2-aminopyrimidin-5-yl)-8-chloro-6-(morpholin-4-yl)-9-(2,2,2-trifluoroethyl)-9H-purine). The solvent is O (Water). Reaction conditions: temperature 100 celsius, time 5 day. The product is C(C)[C@@H]1CN(CCN1)C=1N(C2=NC(=NC(=C2N1)N1CCOCC1)C=1C=NC(=NC1)N)CC(F)(F)F (5-{8-[(3R)-3-Ethylpiperazin-1-yl]-6-morpholin-4-yl-9-(2,2,2-trifluoroethyl)-9H-purin-2-yl}pyrimidin-2-amine). As a reaction SMILES: [CH:1]([N:4](C(C)C)CC)(C)C.[CH3:10][N:11]1[CH2:15][CH2:14][CH2:13][C:12]1=O.[NH2:17][C:18]1[N:23]=[CH:22][C:21]([C:24]2[N:32]=[C:31]3[C:27]([N:28]=[C:29](Cl)[N:30]3[CH2:33][C:34]([F:37])([F:36])[F:35])=[C:26]([N:39]3[CH2:44][CH2:43][O:42][CH2:41][CH2:40]3)[N:25]=2)=[CH:20][N:19]=1>O>[CH2:14]([C@H:13]1[NH:4][CH2:1][CH2:10][N:11]([C:29]2[N:30]([CH2:33][C:34]([F:35])([F:37])[F:36])[C:31]3[C:27]([N:28]=2)=[C:26]([N:39]2[CH2:40][CH2:41][O:42][CH2:43][CH2:44]2)[N:25]=[C:24]([C:21]2[CH:22]=[N:23][C:18]([NH2:17])=[N:19][CH:20]=2)[N:32]=3)[CH2:12]1)[CH3:15]. Procedure details: Diisopropylethylamine (1.91 ml, 10.98 mmol) was added to an N-methyl-2-pyrrolidone suspension (5 ml) of 2-(R)-ethylpiperazine-2-hydrochloride (751 mg) and 2-(2-aminopyrimidin-5-yl)-8-chloro-6-(morpholin-4-yl)-9-(2,2,2-trifluoroethyl)-9H-purine (506 mg, 1.22 mmol) and the resulting mixture was heated at 100° C. and stirred for 5 days. Water was added to the reaction mixture and the resulting mixture was extracted twice with ethyl acetate. The organic layers were combined, washed with water and sa... Reactants: CC(=O)OO, CC(=O)O, CC(C)O, Clc1ccc(Oc2cccnc2)cc1. Yields the product [O-][n+]1cccc(Oc2ccc(Cl)cc2)c1. Reaction SMILES: [C:15]([O:16][OH:18])(=[O:17])[CH3:19].[CH3:24][C:25](=[O:26])[OH:27].[CH:20]([OH:21])([CH3:22])[CH3:23].[Cl:1][c:2]1[cH:3][cH:4][c:5]([O:6][c:7]2[cH:8][n:9][cH:10][cH:11][cH:12]2)[cH:13][cH:14]1>>[Cl:1][c:2]1[cH:3][cH:4][c:5]([O:6][c:7]2[cH:8][n+:9]([O-:17])[cH:10][cH:11][cH:12]2)[cH:13][cH:14]1. The product is ClC1=CC=C(C=C1)C(C=1C=C(SC1C1=NN=CN1)C1=CC(=NC=C1)NC(C)=O)N1CC(C1)N(C)C (N-{4-[4-{(4-chlorophenyl)[3-(dimethylamino)azetidin-1-yl]methyl}-5-(4H-1,2,4-triazol-3-yl)-2-thienyl]pyridin-2-yl}acetamide). Reaction SMILES: [Cl:1][C:2]1[CH:7]=[CH:6][C:5]([CH:8]([N:37]2[CH2:40][CH:39]([N:41]([CH3:43])[CH3:42])[CH2:38]2)[C:9]2[CH:10]=[C:11]([C:27]3[CH:32]=[CH:31][N:30]=[C:29]([NH:33][C:34](=[O:36])[CH3:35])[CH:28]=3)[S:12][C:13]=2[C:14]2[N:18]=[CH:17][N:16](COCC[Si](C)(C)C)[N:15]=2)=[CH:4][CH:3]=1.FC(F)(F)C(O)=O>ClCCl>[Cl:1][C:2]1[CH:3]=[CH:4][C:5]([CH:8]([N:37]2[CH2:38][CH:39]([N:41]([CH3:42])[CH3:43])[CH2:40]2)[C:9]2[CH:10]=[C:11]([C:27]3[CH:32]=[CH:31][N:30]=[C:29]([NH:33][C:34](=[O:36])[CH3:35])[CH:28]=3)[S:12][C:13]=2[C:14]2[NH:18][CH:17]=[N:16][N:15]=2)=[CH:6][CH:7]=1. Reported procedure: N-{4-[4-{(4-chlorophenyl)[3-(dimethylamino)azetidin-1-yl]methyl}-5-(1-{[2-(trimethylsilyl)ethoxy]methyl}-1H-1,2,4-triazol-3-yl)-2-thienyl]pyridin-2-yl}acetamide (60 mg, 0.094 mmol) was dissolved in dichloromethane (1.19 mL) and trifluoroacetic acid (0.30 mL, 3.85 mmol) was added. The mixture was stirred at room temperature overnight. The mixture was concentrated in vacuo and distributed between EtOAc and saturated NaHCO3 solution. The aqueous layer was extracted with EtOAc twice. The combined or... Run at time 8 hour. Solvent: ClCCl (dichloromethane). Starting materials: ClC1=CC=C(C=C1)C(C=1C=C(SC1C1=NN(C=N1)COCC[Si](C)(C)C)C1=CC(=NC=C1)NC(C)=O)N1CC(C1)N(C)C (N-{4-[4-{(4-chlorophenyl)[3-(dimethylamino)azetidin-1-yl]methyl}-5-(1-{[2-(trimethylsilyl)ethoxy]methyl}-1H-1,2,4-triazol-3-yl)-2-thienyl]pyridin-2-yl}acetamide), FC(C(=O)O)(F)F (trifluoroacetic acid). Yield: 71.6%. Starting materials: [BH4-], CCO, O=Cc1ccc([N+](=O)[O-])s1, [Na+], O. Yields the product O=[N+]([O-])c1ccc(CO)s1. As a reaction SMILES: [BH4-:1].[CH3:13][CH2:14][OH:15].[N+:3](=[O:4])([O-:5])[c:6]1[cH:7][cH:8][c:9]([CH:11]=[O:12])[s:10]1.[Na+:2].[OH2:16]>>[N+:3](=[O:4])([O-:5])[c:6]1[cH:7][cH:8][c:9]([CH2:11][OH:12])[s:10]1. Reactants: OCC#CCCCC(=O)O (7-hydroxy-5-heptynoic acid), Cl (HCl), N1=CC=CC=C1 (pyridine), P(Br)(Br)Br (phosphorus tribromide). Solvent: CCOCC (ether). Conditions: time 30 minute. Yields the product BrCC#CCCCC(=O)O (7-bromo-5-heptynoic acid). As a reaction SMILES: O[CH2:2][C:3]#[C:4][CH2:5][CH2:6][CH2:7][C:8]([OH:10])=[O:9].N1C=CC=CC=1.P(Br)(Br)[Br:18].Cl>CCOCC>[Br:18][CH2:2][C:3]#[C:4][CH2:5][CH2:6][CH2:7][C:8]([OH:10])=[O:9]. Reported procedure: To a solution of 7-hydroxy-5-heptynoic acid (88.2 g), described in Example 78, in anhydrous ether (300 ml) and pyridine (12 ml) is added dropwise phosphorus tribromide (67.5 g) at 10° C. The solution is stirred at room temperature for 30 min. then cooled to 5° C and 10% HCl (120 ml) is added slowly. The organic layer is washed with water and 10% sodium carbonate, dried (Na2SO4) and concentrated. The residue is distilled under reduced pressure to give 7-bromo-5-heptynoic acid, b.p. 146° C, 0.8 mm...